From a dataset of the Open Reaction Database (ORD), a public repository of structured organic reaction records. describe an organic reaction: reactants, conditions, products, and yield The reactants are NC=1C=CC(=C(C1)CC(=O)O)F (2-(5-amino-2-fluorophenyl)acetic acid), S(O)(O)(=O)=O (sulfuric acid), C(C)O (ethanol), C(=O)([O-])[O-].[Na+].[Na+] (Na2CO3). Conditions: temperature 80 celsius, time 1 hour. Yields the product NC=1C=CC(=C(C1)CC(=O)OCC)F (ethyl 2-(5-amino-2-fluorophenyl)acetate). Reaction SMILES: [NH2:1][C:2]1[CH:3]=[CH:4][C:5]([F:12])=[C:6]([CH2:8][C:9]([OH:11])=[O:10])[CH:7]=1.S(=O)(=O)(O)O.C([O-])([O-])=O.[Na+].[Na+].[CH2:24](O)[CH3:25]>>[NH2:1][C:2]1[CH:3]=[CH:4][C:5]([F:12])=[C:6]([CH2:8][C:9]([O:11][CH2:24][CH3:25])=[O:10])[CH:7]=1 |f:2.3.4|. Procedure details: To a solution of 2-(5-amino-2-fluorophenyl)acetic acid (6.13 g, 36.2 mmol) in ethanol (15 mL) was added conc. sulfuric acid (2 mL) dropwise. The reaction mixture was stirred under N2 at 80° C. for 1 hr. After the reaction mixture was cooled to RT and neutralized with aqueous Na2CO3 to pH 7-8, the aqueous solution was extracted with ethyl acetate (3×100 mL). The combined organic layer was washed with brine, dried over Na2SO4 and evaporated under vacuum to afford ethyl 2-(5-amino-2-fluorophenyl)ac... The reactants are [N+](=O)([O-])C=1C=C(C(=O)Cl)C=CC1 (m-nitrobenzoyl chloride), C(C1=CC=CC=C1)N (benzyl amine). Solvent: C(C)(=O)OCC (ethyl acetate). Run at temperature 20 celsius, time 30 minute. The product is C1(=CC=CC=C1)CNC(C1=CC(=CC=C1)[N+](=O)[O-])=O (N-phenylmethyl-3-nitrobenzamide). Reaction SMILES: [N+:1]([C:4]1[CH:5]=[C:6]([CH:10]=[CH:11][CH:12]=1)[C:7](Cl)=[O:8])([O-:3])=[O:2].[CH2:13]([NH2:20])[C:14]1[CH:19]=[CH:18][CH:17]=[CH:16][CH:15]=1>C(OCC)(=O)C>[C:14]1([CH2:13][NH:20][C:7](=[O:8])[C:6]2[CH:10]=[CH:11][CH:12]=[C:4]([N+:1]([O-:3])=[O:2])[CH:5]=2)[CH:19]=[CH:18][CH:17]=[CH:16][CH:15]=1. Procedure: A sample of m-nitrobenzoyl chloride, 7.4 g in 300 ml of ethyl acetate was treated with 11 ml of benzyl amine. After 30 minutes, the mix was washed with 100 ml of water. The ethyl acetate layer was concentrated hot to 100 ml and diluted with heptane until solids formed, and then the mix was stirred overnight and allowed to cool to 20° C. The solids were then collected to give N-phenylmethyl-3-nitrobenzamide. m.s. (M+H)+ =257